From a dataset of the Open Reaction Database (ORD), a public repository of structured organic reaction records. describe an organic reaction: reactants, conditions, products, and yield Starting materials: [H-].[Na+] (sodium hydride), ClC1=CC=2C3=C(NC2C=C1)CCN(CC3)C (9-chloro-3-methyl-1,2,3,4,5,6-hexahydroazepino[4,5-b]indole), O1C(C1)C=1C=NC=CC1 (3-(Oxiran-2-yl)pyridine). The solvent is CN(C)C=O (DMF), CN(C)C=O (DMF). Run at time 5 minute. The product is ClC1=CC=2C3=C(N(C2C=C1)CC(O)C=1C=NC=CC1)CCN(CC3)C (2-(9-chloro-3-methyl-2,3,4,5-tetrahydroazepino[4,5-b]indol-6(1H)-yl)-1-(pyridin-3-yl)ethanol). Isolated yield 55.3%. RXN SMILES: [H-].[Na+].[Cl:3][C:4]1[CH:12]=[CH:11][C:10]2[NH:9][C:8]3[CH2:13][CH2:14][N:15]([CH3:18])[CH2:16][CH2:17][C:7]=3[C:6]=2[CH:5]=1.[O:19]1[CH2:21][CH:20]1[C:22]1[CH:23]=[N:24][CH:25]=[CH:26][CH:27]=1>CN(C=O)C>[Cl:3][C:4]1[CH:12]=[CH:11][C:10]2[N:9]([CH2:21][CH:20]([C:22]3[CH:23]=[N:24][CH:25]=[CH:26][CH:27]=3)[OH:19])[C:8]3[CH2:13][CH2:14][N:15]([CH3:18])[CH2:16][CH2:17][C:7]=3[C:6]=2[CH:5]=1 |f:0.1|. Procedure details: The title compound was prepared by following general procedure 5. To a stirred suspension of sodium hydride (92 mg, 3.83 mmol) in 5 mL of DMF, 9-chloro-3-methyl-1,2,3,4,5,6-hexahydroazepino[4,5-b]indole (0.3 g, 1.27 mmol) was added and stirred at RT for 5 min. 3-(Oxiran-2-yl)pyridine (232 mg, 1.92 mmol) in DMF (5 mL) was added slowly dropwise and stirred at RT for 14 h. The reaction was monitored by TLC and LCMS. After completion of the reaction, the reaction mixture quenched with ice water, ext... The reactants are Cc1onc(-c2ccccc2)c1COc1ccc(Br)cn1, [Li]CCCC, C1CCOC1, CO, O=C1COC1. Product: Cc1onc(-c2ccccc2)c1COc1ccc(C2(O)COC2)cn1. RXN SMILES: [Br:1][c:2]1[cH:3][cH:4][c:5]([O:8][CH2:9][c:10]2[c:11](-[c:16]3[cH:17][cH:18][cH:19][cH:20][cH:21]3)[n:12][o:13][c:14]2[CH3:15])[n:6][cH:7]1.[CH2:22]([Li:23])[CH2:24][CH2:25][CH3:26].[CH2:34]1[O:35][CH2:36][CH2:37][CH2:38]1.[CH3:32][OH:33].[O:27]1[CH2:28][C:29](=[O:31])[CH2:30]1>>[c:2]1([C:29]2([OH:31])[CH2:28][O:27][CH2:30]2)[cH:3][cH:4][c:5]([O:8][CH2:9][c:10]2[c:11](-[c:16]3[cH:17][cH:18][cH:19][cH:20][cH:21]3)[n:12][o:13][c:14]2[CH3:15])[n:6][cH:7]1.